From a dataset of the Open Reaction Database (ORD), a public repository of structured organic reaction records. describe an organic reaction: reactants, conditions, products, and yield Reactants: COc1ccc(C(Cl)(c2ccccc2)c2ccc(OC)cc2)cc1, O=C(Nc1ccn(C2C(=O)N(O)C2CO)c(=O)n1)c1ccccc1, c1ccncc1. The product is COc1ccc(C(OCC2C(n3ccc(NC(=O)c4ccccc4)nc3=O)C(=O)N2O)(c2ccccc2)c2ccc(OC)cc2)cc1. RXN SMILES: [CH3:25][O:26][c:27]1[cH:28][cH:29][c:30]([C:31]([c:32]2[cH:33][cH:34][c:35]([O:38][CH3:39])[cH:36][cH:37]2)([c:40]2[cH:41][cH:42][cH:43][cH:44][cH:45]2)[Cl:46])[cH:47][cH:48]1.[OH:1][N:2]1[C:3](=[O:24])[CH:4]([n:8]2[c:9](=[O:10])[n:11][c:12]([NH:13][C:14]([c:15]3[cH:16][cH:17][cH:18][cH:19][cH:20]3)=[O:21])[cH:22][cH:23]2)[CH:5]1[CH2:6][OH:7].[cH:49]1[cH:50][cH:51][n:52][cH:53][cH:54]1>>[OH:1][N:2]1[C:3](=[O:24])[CH:4]([n:8]2[c:9](=[O:10])[n:11][c:12]([NH:13][C:14]([c:15]3[cH:16][cH:17][cH:18][cH:19][cH:20]3)=[O:21])[cH:22][cH:23]2)[CH:5]1[CH2:6][O:7][C:31]([c:30]1[cH:29][cH:28][c:27]([O:26][CH3:25])[cH:48][cH:47]1)([c:32]1[cH:33][cH:34][c:35]([O:38][CH3:39])[cH:36][cH:37]1)[c:40]1[cH:41][cH:42][cH:43][cH:44][cH:45]1. The reactants are CCOC(=O)Oc1ccc(C=CC=CC(=O)NCC=C(C)CCC=C(C)CCC=C(C)C)cc1OC, CO, Cl, [Na+], [OH-]. The product is COc1cc(C=CC=CC(=O)NCC=C(C)CCC=C(C)CCC=C(C)C)ccc1O. RXN SMILES: [CH2:1]([CH:2]=[C:3]([CH3:4])[CH2:5][CH2:6][CH:7]=[C:8]([CH3:9])[CH2:10][CH2:11][CH:12]=[C:13]([CH3:14])[CH3:15])[NH:16][C:17]([CH:18]=[CH:19][CH:20]=[CH:21][c:22]1[cH:23][c:24]([O:34][CH3:35])[c:25]([O:28][C:29]([O:30][CH2:31][CH3:32])=[O:33])[cH:26][cH:27]1)=[O:36].[CH3:40][OH:41].[ClH:39].[Na+:38].[OH-:37]>>[CH2:1]([CH:2]=[C:3]([CH3:4])[CH2:5][CH2:6][CH:7]=[C:8]([CH3:9])[CH2:10][CH2:11][CH:12]=[C:13]([CH3:14])[CH3:15])[NH:16][C:17]([CH:18]=[CH:19][CH:20]=[CH:21][c:22]1[cH:23][c:24]([O:34][CH3:35])[c:25]([OH:28])[cH:26][cH:27]1)=[O:36]. Starting materials: solution, N (ammonia), CN1C(=NC(=C1)S(=O)(=O)Cl)C (1,2-dimethyl-1H-imidazole-4-sulfonyl chloride). Run in CO (methanol). Conditions: time 4 hour. Product: CN1C(=NC(=C1)S(=O)(=O)N)C (1,2-dimethyl-1H-imidazole-4-sulfonamide). Yield: 60.0%. As a reaction SMILES: [NH3:1].[CH3:2][N:3]1[CH:7]=[C:6]([S:8](Cl)(=[O:10])=[O:9])[N:5]=[C:4]1[CH3:12]>CO>[CH3:2][N:3]1[CH:7]=[C:6]([S:8]([NH2:1])(=[O:10])=[O:9])[N:5]=[C:4]1[CH3:12]. Reported procedure: A 7 mol/L solution of ammonia in methanol (2 mL) was added to 1,2-dimethyl-1H-imidazole-4-sulfonyl chloride (200 mg, 1.7 mmol) and the mixture was stirred at room temperature for 4 hours. The solvent in the reaction mixture was evaporated off under reduced pressure, and thereby 1,2-dimethyl-1H-imidazole-4-sulfonamide (Compound FG) (54 mg, yield: 60%) was obtained. Reactants: C(C1=CC=CC=C1)N1P(OCC12COP(OC2)OC2=CC=CC=C2)OC2=CC=CC=C2 (1-Benzyl-2,8-diphenoxy-3,7,9-trioxa-1-aza-2,8-diphosphaspiro[4.5]decane), C(C)(C)(C)C1=C(C=CC(=C1)C(C)(C)C)O (2,4-di-tert-butylphenol), C[O-].[Na+] (sodium methoxide). Product: C(C1=CC=CC=C1)N1P(OCC12COP(OC2)OC2=C(C=C(C=C2)C(C)(C)C)C(C)(C)C)OC2=C(C=C(C=C2)C(C)(C)C)C(C)(C)C (1-Benzyl-2,8-di(2,4-di-tert-butylphenoxy)-3,7,9-trioxa-1-aza-2,8-diphosphaspiro[4.5]decane). Reaction SMILES: [CH2:1]([N:8]1[C:12]2([CH2:17][O:16][P:15](OC3C=CC=CC=3)[O:14][CH2:13]2)[CH2:11][O:10][P:9]1[O:25][C:26]1[CH:31]=[CH:30][CH:29]=[CH:28][CH:27]=1)[C:2]1[CH:7]=[CH:6][CH:5]=[CH:4][CH:3]=1.[C:32]([C:36]1[CH:41]=[C:40]([C:42]([CH3:45])([CH3:44])[CH3:43])[CH:39]=[CH:38][C:37]=1[OH:46])([CH3:35])([CH3:34])[CH3:33].C[O-].[Na+]>>[CH2:1]([N:8]1[C:12]2([CH2:17][O:16][P:15]([O:46][C:37]3[CH:38]=[CH:39][C:40]([C:42]([CH3:45])([CH3:44])[CH3:43])=[CH:41][C:36]=3[C:32]([CH3:35])([CH3:34])[CH3:33])[O:14][CH2:13]2)[CH2:11][O:10][P:9]1[O:25][C:26]1[CH:27]=[CH:28][C:29]([C:2]([CH3:7])([CH3:3])[CH3:1])=[CH:30][C:31]=1[C:12]([CH3:17])([CH3:13])[CH3:11])[C:2]1[CH:3]=[CH:4][CH:5]=[CH:6][CH:7]=1 |f:2.3|. Procedure: The product of Example 18 is reacted with two equivalents of 2,4-di-tert-butylphenol and sodium methoxide at reduced pressure and at an elevated temperature to afford the title compound. Starting materials: 169.8, ClCCCC(C1=CC=C(C=C1)F)C1=CC=C(C=C1)F (1,1'-(4-chlorobutylidene)bis[4-fluorobenzene]), CC1(NC(C2N1CCNC2)=O)C (hexahydro-3,3-dimethylimidazo[1,5-a]pyrazin-1(5H)-one), C([O-])([O-])=O.[Na+].[Na+] (sodium carbonate), [I-].[K+] (potassium iodide). Run in CC(CC(C)=O)C (4-methyl-2-pentanone), O (water). Product: 108, FC1=CC=C(C=C1)C(CCCN1CC2N(CC1)C(NC2=O)(C)C)C2=CC=C(C=C2)F (7-[4,4-bis(4-fluorophenyl)butyl]hexahydro-3,3-dimethylimidazo[1,5-a]pyrazin-1(5H)-one). Reaction SMILES: Cl[CH2:2][CH2:3][CH2:4][CH:5]([C:13]1[CH:18]=[CH:17][C:16]([F:19])=[CH:15][CH:14]=1)[C:6]1[CH:11]=[CH:10][C:9]([F:12])=[CH:8][CH:7]=1.[CH3:20][C:21]1([CH3:31])[N:25]2[CH2:26][CH2:27][NH:28][CH2:29][CH:24]2[C:23](=[O:30])[NH:22]1.C(=O)([O-])[O-].[Na+].[Na+].[I-].[K+]>O.CC(C)CC(=O)C>[F:12][C:9]1[CH:10]=[CH:11][C:6]([CH:5]([C:13]2[CH:18]=[CH:17][C:16]([F:19])=[CH:15][CH:14]=2)[CH2:4][CH2:3][CH2:2][N:28]2[CH2:27][CH2:26][N:25]3[C:21]([CH3:31])([CH3:20])[NH:22][C:23](=[O:30])[CH:24]3[CH2:29]2)=[CH:7][CH:8]=1 |f:2.3.4,5.6|. Procedure details: A mixture of 169.8 parts of 1,1'-(4-chlorobutylidene)bis[4-fluorobenzene], 93.5 parts of hexahydro-3,3-dimethylimidazo[1,5-a]pyrazin-1(5H)-one, 128.3 parts of sodium carbonate, 0.1 parts of potassium iodide and 1200 parts of 4-methyl-2-pentanone was stirred and refluxed for 8 hours using a water-separator. After cooling overnight to room temperature, the reaction mixture was filtered. The filtrate was evaporated. The residue was purified by column-chromatography over silica gel using a mixture o...